Task: describe an organic reaction: reactants, conditions, products, and yield. Dataset: the Open Reaction Database (ORD), a public repository of structured organic reaction records Starting materials: B, CCOC(C)=O, Cl, CC(C)(C)OC(=O)N1CCN(C(=O)C(F)(F)F)CC1, [Na+], C1CCOC1, C1CCOC1, [OH-]. Product: CC(C)(C)OC(=O)N1CCN(CC(F)(F)F)CC1. As a reaction SMILES: [BH3:25].[CH3:34][CH2:35][O:36][C:37](=[O:38])[CH3:39].[ClH:26].[F:1][C:2]([C:3](=[O:4])[N:5]1[CH2:6][CH2:7][N:8]([C:11](=[O:12])[O:13][C:14]([CH3:15])([CH3:16])[CH3:17])[CH2:9][CH2:10]1)([F:18])[F:19].[Na+:28].[O:20]1[CH2:21][CH2:22][CH2:23][CH2:24]1.[O:29]1[CH2:30][CH2:31][CH2:32][CH2:33]1.[OH-:27]>>[F:1][C:2]([CH2:3][N:5]1[CH2:6][CH2:7][N:8]([C:11](=[O:12])[O:13][C:14]([CH3:15])([CH3:16])[CH3:17])[CH2:9][CH2:10]1)([F:18])[F:19]. Starting materials: CCCCCCCCCCCCc1ccc(S(=O)(=O)N=[N+]=[N-])cc1, [Cl-], CC(C)(C)C(=O)Nc1ccc(F)cn1, [NH4+], C1CCOC1. The product is CC(C)(C)C(=O)Nc1ncc(F)cc1N=[N+]=[N-]. Reaction SMILES: [CH2:15]([c:16]1[cH:17][cH:18][c:19]([S:20](=[O:21])(=[O:22])[N:36]=[N+:37]=[N-:38])[cH:23][cH:24]1)[CH2:25][CH2:26][CH2:27][CH2:28][CH2:29][CH2:30][CH2:31][CH2:32][CH2:33][CH2:34][CH3:35].[Cl-:39].[F:1][c:2]1[cH:3][cH:4][c:5]([NH:8][C:9]([C:10]([CH3:11])([CH3:12])[CH3:13])=[O:14])[n:6][cH:7]1.[NH4+:40].[O:41]1[CH2:42][CH2:43][CH2:44][CH2:45]1>>[F:1][c:2]1[cH:3][c:4]([N:36]=[N+:37]=[N-:38])[c:5]([NH:8][C:9]([C:10]([CH3:11])([CH3:12])[CH3:13])=[O:14])[n:6][cH:7]1. The product is CC1CN=C(c2ccc(-c3cc(Oc4ncc(C(=O)N5CCC5)cc4Cl)cc(OC(C)CO)c3)[nH]2)O1. Reaction SMILES: [B:38]([Br:39])([Br:40])[Br:41].[Cl-:42].[Cl:44][CH2:45][Cl:46].[N:1]1([C:5](=[O:6])[c:7]2[cH:8][c:9]([Cl:37])[c:10]([O:13][c:14]3[cH:15][c:16]([O:31][CH:32]([CH2:33][O:34][CH3:35])[CH3:36])[cH:17][c:18](-[c:20]4[nH:21][c:22]([C:25]5=[N:29][CH2:28][CH:27]([CH3:30])[O:26]5)[cH:23][cH:24]4)[cH:19]3)[n:11][cH:12]2)[CH2:2][CH2:3][CH2:4]1.[NH4+:43]>>[N:1]1([C:5](=[O:6])[c:7]2[cH:8][c:9]([Cl:37])[c:10]([O:13][c:14]3[cH:15][c:16]([O:31][CH:32]([CH2:33][OH:34])[CH3:36])[cH:17][c:18](-[c:20]4[nH:21][c:22]([C:25]5=[N:29][CH2:28][CH:27]([CH3:30])[O:26]5)[cH:23][cH:24]4)[cH:19]3)[n:11][cH:12]2)[CH2:2][CH2:3][CH2:4]1. Starting materials: BrB(Br)Br, [Cl-], ClCCl, COCC(C)Oc1cc(Oc2ncc(C(=O)N3CCC3)cc2Cl)cc(-c2ccc(C3=NCC(C)O3)[nH]2)c1, [NH4+]. Reactants: CCO, Cl, O=C(Nc1n[nH]c2ccc(NS(=O)(=O)c3cccc(F)c3)cc12)c1ccccc1. Product: Nc1n[nH]c2ccc(NS(=O)(=O)c3cccc(F)c3)cc12. As a reaction SMILES: [CH3:31][CH2:32][OH:33].[ClH:30].[F:1][c:2]1[cH:3][c:4]([S:8](=[O:9])(=[O:10])[NH:11][c:12]2[cH:13][c:14]3[c:15]([NH:21][C:22](=[O:23])[c:24]4[cH:25][cH:26][cH:27][cH:28][cH:29]4)[n:16][nH:17][c:18]3[cH:19][cH:20]2)[cH:5][cH:6][cH:7]1>>[F:1][c:2]1[cH:3][c:4]([S:8](=[O:9])(=[O:10])[NH:11][c:12]2[cH:13][c:14]3[c:15]([NH2:21])[n:16][nH:17][c:18]3[cH:19][cH:20]2)[cH:5][cH:6][cH:7]1. The reactants are C(C(=O)Cl)(=O)Cl (oxalyl dichloride), C(C1=CC=2OCOC2C=C1)(=O)O (piperonylic acid), OC(C(C1=CC=CC=C1)NC(C1=CC2=C(C=C1)OCO2)=O)CO (N-[(1RS, 2RS)-2,3-Dihydroxy-1-phenylpropyl]-3,4-methylenedioxybenzamide), OC(C(C1=CC=CC=C1)NC(=O)C=1NC2=CC=CC=C2C1)CO (N-[(1RS, 2RS)-2,3-dihydroxy-1-phenylpropyl]-2-indolecarboxamide), NC(C(CO)O)C1=CC=CC=C1 ((2RS, 3RS)-3-amino-3-phenyl-1,2-propanediol). Run in C(C)N(CC)CC (triethylamine). Product: C(C)(C)OC(C)C (diisopropyl ether), OC(C(C1=CC=CC=C1)NC(C1=CC2=C(C=C1)OCO2)=O)CO (N-[(1RS, 2RS)-2,3-dihydroxy-1-phenylpropyl]-3,4-methylenedioxybenzamide). RXN SMILES: [OH:1][CH:2]([CH2:22][OH:23])[CH:3]([NH:10][C:11](=[O:21])[C:12]1[CH:17]=[CH:16][C:15]2[O:18][CH2:19][O:20][C:14]=2[CH:13]=1)[C:4]1[CH:9]=[CH:8][CH:7]=[CH:6][CH:5]=1.[OH:24][CH:25]([CH2:45]O)[CH:26](NC(C1NC2C(C=1)=CC=CC=2)=O)C1C=CC=CC=1.C(O)(=O)C1C=CC2OCOC=2C=1.C(Cl)(=O)C(Cl)=O.NC(C1C=CC=CC=1)C(O)CO>C(N(CC)CC)C>[CH:2]([O:24][CH:25]([CH3:26])[CH3:45])([CH3:22])[CH3:3].[OH:1][CH:2]([CH2:22][OH:23])[CH:3]([NH:10][C:11](=[O:21])[C:12]1[CH:17]=[CH:16][C:15]2[O:18][CH2:19][O:20][C:14]=2[CH:13]=1)[C:4]1[CH:9]=[CH:8][CH:7]=[CH:6][CH:5]=1. Procedure details: N-[(1RS, 2RS)-2,3-Dihydroxy-1-phenylpropyl]-3,4-methylenedioxybenzamide may be prepared in the following manner: working as in Example 8 for the preparation of N-[(1RS, 2RS)-2,3-dihydroxy-1-phenylpropyl]-2-indolecarboxamide but starting with piperonylic acid (4.6 g), oxalyl dichloride (2.6 cc), (2RS, 3RS)-3-amino-3-phenyl-1,2-propanediol (4.17 g) and triethylamine (10.5 cc), and after the precipitate is washed with distilled water and then with diisopropyl ether, N-[(1RS, 2RS)-2,3-dihydroxy-1-ph... Starting materials: C(C1=CC=CC=C1)(=O)C1=CC=C(C=C1)Cl (4-Benzoylphenyl chloride), P (phosphine), Cs2OC3. The reagents and catalysts are C(C=CC1=CC=CC=C1)Cl.[Pd] (palladium cinnamyl chloride). Solvent: CC(=O)C (acetone). The product is C(C1=CC=CC=C1)(=O)C1=CC=C(C=C1)CC(C)=O (1-(4′-Benzoylphenyl)-2-propanone). Yield: 163.8%. RXN SMILES: [C:1]([C:9]1[CH:14]=[CH:13][C:12](Cl)=[CH:11][CH:10]=1)(=[O:8])[C:2]1[CH:7]=[CH:6][CH:5]=[CH:4][CH:3]=1.P>CC(C)=O.C(Cl)C=CC1C=CC=CC=1.[Pd]>[C:1]([C:9]1[CH:14]=[CH:13][C:12]([CH2:2][C:1](=[O:8])[CH3:9])=[CH:11][CH:10]=1)(=[O:8])[C:2]1[CH:7]=[CH:6][CH:5]=[CH:4][CH:3]=1 |f:3.4|. Reported procedure: This reaction is carried out in the same manner as the reaction in example 3. The difference is that, the reactants are 4-Benzoylphenyl chloride (216.3 mg, 1.0 mmol), palladium cinnamyl chloride (7.8 mg, 0.015 mmol), 2-Methoxy-6-(N-methyl-N-phenyl-amino) henyldicyclohexyl)phosphine (24.5 mg, 0.060 mmol), Cs2OC3 (651.5 mg, 2.0 mmol) in 4.0 mL acetone at 90° C. for 12 h. 1-(4′-Benzoylphenyl)-2-propanone (195.2 mg) was obtained with a yield of 82% as liquid. 1H NMR (300 MHz, CDCl3) δ 7.83-7.75 (m, ...